From a dataset of the Open Reaction Database (ORD), a public repository of structured organic reaction records. describe an organic reaction: reactants, conditions, products, and yield Reactants: C(=O)(O)C1=CC=C(C(=O)NC2=C(C(=O)O)C=CC(=C2)N)C=C1 (2-(4-carboxybenzamido)-4-aminobenzoic acid), C(C(C)C)(=O)Cl (isobutyroyl chloride), [OH-].[Na+] (sodium hydroxide). The solvent is N1=CC=CC=C1 (pyridine), O (water). Product: C(=O)(O)C1=CC=C(C(=O)NC2=C(C(=O)O)C=CC(=C2)NC(C(C)C)=O)C=C1 (2-(4-carboxybenzamido)-4-isobutyramidobenzoic acid). Yield: 59.5%. As a reaction SMILES: [C:1]([C:4]1[CH:22]=[CH:21][C:7]([C:8]([NH:10][C:11]2[CH:19]=[C:18]([NH2:20])[CH:17]=[CH:16][C:12]=2[C:13]([OH:15])=[O:14])=[O:9])=[CH:6][CH:5]=1)([OH:3])=[O:2].[C:23](Cl)(=[O:27])[CH:24]([CH3:26])[CH3:25].[OH-].[Na+]>N1C=CC=CC=1.O>[C:1]([C:4]1[CH:5]=[CH:6][C:7]([C:8]([NH:10][C:11]2[CH:19]=[C:18]([NH:20][C:23](=[O:27])[CH:24]([CH3:26])[CH3:25])[CH:17]=[CH:16][C:12]=2[C:13]([OH:15])=[O:14])=[O:9])=[CH:21][CH:22]=1)([OH:3])=[O:2] |f:2.3|. Procedure: A solution of 1.5 g of 2-(4-carboxybenzamido)-4-aminobenzoic acid in 50 ml of pyridine was mixed with 3.2 g of isobutyroyl chloride and the mixture was heated at 50° to 60° C. for a period of 2 hours. The reaction mixture was further mixed with a solution of 4 g of sodium hydroxide in 20 ml of water and concentrated under vacuum. The residue was diluted with water and hydrochloric acid was used to adjust the pH of the dilution between 1 and 2. The precipitating crystal was filtered, washed with ... Starting materials: [BH4-].[Na+] (sodium borohydride), C(C)(=O)C1=C(OC(CCC(=O)OCC)C2=C(C=CC=C2)C)C=C(C=C1)OCC1=CSC=C1 (ethyl (RS)-4-[2-acetyl-5-(3-thienylmethoxy)phenoxy]-4-(2-methylphenyl)butanoate), C(C)(=O)O (acetic acid). Solvent: CO (methanol). The product is OC(C)C1=C(OC(CCC(=O)OCC)C2=C(C=CC=C2)C)C=C(C=C1)OCC1=CSC=C1 (ethyl (RS,RS)-4-[2-(1-hydroxyethyl)-5-(3-thienylmethoxy)phenoxy]-4-(2-methylphenyl)butanoate). As a reaction SMILES: [C:1]([C:4]1[CH:25]=[CH:24][C:23]([O:26][CH2:27][C:28]2[CH:32]=[CH:31][S:30][CH:29]=2)=[CH:22][C:5]=1[O:6][CH:7]([C:15]1[CH:20]=[CH:19][CH:18]=[CH:17][C:16]=1[CH3:21])[CH2:8][CH2:9][C:10]([O:12][CH2:13][CH3:14])=[O:11])(=[O:3])[CH3:2].[BH4-].[Na+].C(O)(=O)C>CO>[OH:3][CH:1]([C:4]1[CH:25]=[CH:24][C:23]([O:26][CH2:27][C:28]2[CH:32]=[CH:31][S:30][CH:29]=2)=[CH:22][C:5]=1[O:6][CH:7]([C:15]1[CH:20]=[CH:19][CH:18]=[CH:17][C:16]=1[CH3:21])[CH2:8][CH2:9][C:10]([O:12][CH2:13][CH3:14])=[O:11])[CH3:2] |f:1.2|. Procedure details: A stirred solution of ethyl (RS)-4-[2-acetyl-5-(3-thienylmethoxy)phenoxy]-4-(2-methylphenyl)butanoate (1 g) in methanol (50 mL) is treated, portionwise, with sodium borohydride (0.1 g), and stirred at ambient temperature for one hour. It is then treated with dilute acetic acid (50 mL; 1 N) and extracted with ethyl acetate (2×50 mL). The combined organic extracts are washed with water (2×50 mL) dried over magnesium sulphate, filtered and concentrated in vacuo. Flash chromatography on silica gel, ... Starting materials: ON1N=NC2=C1C=CC=C2 (1-hydroxybenzotriazole), CCN=C=NCCCN(C)C.Cl (EDCl), C(C)(C)N(C(C)C)CC (N,N-diisopropylethylamine), C([O-])([O-])=O.[NH4+].[NH4+] (Ammonium carbonate), C(C)(C)(C)OC(=O)N1CCN(CC1)C1=CC=C(C=C1)NC1=NC=C(C(=N1)CCC1=C(C=CC=C1)CC(=O)[O-])C(F)(F)F.[Li+] (Lithium 2-(2-(2-(2-((4-(4-(tert-butoxycarbonyl)piperazin-1-yl)phenyl)amino)-5-(trifluoromethyl)pyrimidin-4-yl)ethyl)phenyl)acetate). Solvent: C1CCOC1 (THF), CN(C)C=O (DMF). Run at time 10 minute. The product is NC(CC1=C(CCC2=NC(=NC=C2C(F)(F)F)NC2=CC=C(C=C2)N2CCN(CC2)C(=O)OC(C)(C)C)C=CC=C1)=O (tert-Butyl 4-(4-((4-(2-(2-amino-2-oxoethyl)phenethyl)-5-(trifluoromethyl)pyrimidin-2-yl)amino)phenyl)piperazine-1-carboxylate). The yield is 68.0%. Reaction SMILES: [C:1]([O:5][C:6]([N:8]1[CH2:13][CH2:12][N:11]([C:14]2[CH:19]=[CH:18][C:17]([NH:20][C:21]3[N:26]=[C:25]([CH2:27][CH2:28][C:29]4[CH:34]=[CH:33][CH:32]=[CH:31][C:30]=4[CH2:35][C:36]([O-])=[O:37])[C:24]([C:39]([F:42])([F:41])[F:40])=[CH:23][N:22]=3)=[CH:16][CH:15]=2)[CH2:10][CH2:9]1)=[O:7])([CH3:4])([CH3:3])[CH3:2].[Li+].O[N:45]1C2C=CC=CC=2N=N1.CCN=C=NCCCN(C)C.Cl.C(N(CC)C(C)C)(C)C.C(=O)([O-])[O-].[NH4+].[NH4+]>C1COCC1.CN(C=O)C>[NH2:45][C:36](=[O:37])[CH2:35][C:30]1[CH:31]=[CH:32][CH:33]=[CH:34][C:29]=1[CH2:28][CH2:27][C:25]1[C:24]([C:39]([F:40])([F:42])[F:41])=[CH:23][N:22]=[C:21]([NH:20][C:17]2[CH:16]=[CH:15][C:14]([N:11]3[CH2:10][CH2:9][N:8]([C:6]([O:5][C:1]([CH3:3])([CH3:2])[CH3:4])=[O:7])[CH2:13][CH2:12]3)=[CH:19][CH:18]=2)[N:26]=1 |f:0.1,3.4,6.7.8|. Procedure details: Lithium 2-(2-(2-(2-((4-(4-(tert-butoxycarbonyl)piperazin-1-yl)phenyl)amino)-5-(trifluoromethyl)pyrimidin-4-yl)ethyl)phenyl)acetate (I7) (0.195 g, 0.333 mmol) was dissolved in dry THF (10 mL) and dry DMF (2 mL) under an atmosphere of nitrogen. To the solution were added 1-hydroxybenzotriazole (0.049 g, 0.37 mmol) and EDCl (0.070 g, 0.37 mmol) and N,N-diisopropylethylamine (0.232 mL, 1.33 mmol) and the reaction mixture was stirred at room temperature for 10 minutes. Ammonium carbonate (0.128 g, 1.... Starting materials: CC(C)(C)OC(=O)NC(=O)OC(C)(C)C (Di-tert-butyliminodicarboxylate), [H-].[Na+] (sodium hydride), BrCC=1C=C(C(=O)OC(C)(C)C)C=CC1[N+](=O)[O-] (t-butyl 3-bromomethyl-4-nitrobenzoate). Solvent: CN(C)C=O (DMF), CN(C)C=O (DMF). Reaction conditions: time 30 minute. Product: C(C)(C)(C)OC(=O)N(C(=O)OC(C)(C)C)CC=1C=C(C(=O)OC(C)(C)C)C=CC1[N+](=O)[O-] (tert-Butyl 3-[[bis-(t-butoxycarbonyl)]amino]methyl-4-nitrobenzoate). Yield: 81.5%. As a reaction SMILES: [CH3:1][C:2]([O:5][C:6]([NH:8][C:9]([O:11][C:12]([CH3:15])([CH3:14])[CH3:13])=[O:10])=[O:7])([CH3:4])[CH3:3].[H-].[Na+].Br[CH2:19][C:20]1[CH:21]=[C:22]([CH:30]=[CH:31][C:32]=1[N+:33]([O-:35])=[O:34])[C:23]([O:25][C:26]([CH3:29])([CH3:28])[CH3:27])=[O:24]>CN(C=O)C>[C:2]([O:5][C:6]([N:8]([CH2:19][C:20]1[CH:21]=[C:22]([CH:30]=[CH:31][C:32]=1[N+:33]([O-:35])=[O:34])[C:23]([O:25][C:26]([CH3:29])([CH3:27])[CH3:28])=[O:24])[C:9]([O:11][C:12]([CH3:15])([CH3:14])[CH3:13])=[O:10])=[O:7])([CH3:1])([CH3:3])[CH3:4] |f:1.2|. Reported procedure: Di-tert-butyliminodicarboxylate (4.35 g, 20.0 mmol) was added to a suspension of sodium hydride (0.48 g, 20.0 mmol) in anhydrous DMF (30 mL) at RT. After 30 minutes, a solution of t-butyl 3-bromomethyl-4-nitrobenzoate (6.3 g, 20 mmol) in DMF (15 mL) was added rapidly dropwise. After 16 h, the solvent was evaporated and the residue partitioned between EtOAc (200 mL) and water (40 mL). The organic layer was extracted with water (3×50 mL) and brine (40 mL) and dried finally over Na2SO4. Removal of ... The reactants are ClC=1C2=C(N=CN1)C=CC(=N2)C2=CC=C(C=C2)F (4-chloro-6-(4-fluorophenyl)-pyrido[3,2-d]pyrimidine), C1OC=2C=C(N)C=CC2O1 (3,4-(methylendioxy)aniline), O1CCN(CC1)C=1C2=C(N=CN1)C=CC(=N2)C2=CC=C(C=C2)F (4-morpholino-6-(4-fluorophenyl)-pyrido[3,2-d]pyrimidine). Product: C1OC=2C=C(NC=3C4=C(N=CN3)C=CC(=N4)C4=CC=C(C=C4)F)C=CC2O1 (4-[3,4-(methylenedioxy)anilino]-6-(4-fluorophenyl)pyrido[3,2-d]pyrimidine). Isolated yield 94.0%. As a reaction SMILES: Cl[C:2]1[C:3]2[N:11]=[C:10]([C:12]3[CH:17]=[CH:16][C:15]([F:18])=[CH:14][CH:13]=3)[CH:9]=[CH:8][C:4]=2[N:5]=[CH:6][N:7]=1.[CH2:19]1[O:28][C:27]2[CH:26]=[CH:25][C:23]([NH2:24])=[CH:22][C:21]=2[O:20]1.O1CCN(C2C3N=C(C4C=CC(F)=CC=4)C=CC=3N=CN=2)CC1>>[CH2:19]1[O:28][C:27]2[CH:26]=[CH:25][C:23]([NH:24][C:2]3[C:3]4[N:11]=[C:10]([C:12]5[CH:17]=[CH:16][C:15]([F:18])=[CH:14][CH:13]=5)[CH:9]=[CH:8][C:4]=4[N:5]=[CH:6][N:7]=3)=[CH:22][C:21]=2[O:20]1. Procedure: was synthesized from 4-chloro-6-(4-fluorophenyl)-pyrido[3,2-d]pyrimidine and 3,4-(methylendioxy)aniline in 94% yield, using the procedure described for the synthesis of 4-morpholino-6-(4-fluorophenyl)-pyrido[3,2-d]pyrimidine. The mass spectrum characterising data was as follows: MS (m/z): 361 ([M+H]+, 100). Reactants: C(=O)C=1C=CC=2C(=NON2)C1 (5-Formylbenzofurazan), C(CC(=O)C)(=O)OC (methyl acetoacetate), N1CCCCC1 (piperidine), C(C)(=O)O (acetic acid). The solvent is C1=CC=CC=C1 (benzene). Yields the product O1C=CC2=C1C=CC(=C2)C=C(C(=O)OC)C(C)=O (methyl 2-{(benzofuran-5-yl)methylene}-3-oxobutyrate), oil. Isolated yield 98.3%. Reaction SMILES: [CH:1]([C:3]1[CH:4]=[CH:5][C:6]2[C:7]([CH:11]=1)=NON=2)=O.[C:12]([O:18][CH3:19])(=[O:17])[CH2:13][C:14]([CH3:16])=[O:15].N1CCCCC1.[C:26]([OH:29])(=O)[CH3:27]>C1C=CC=CC=1>[O:29]1[C:26]2[CH:27]=[CH:1][C:3]([CH:11]=[C:13]([C:14](=[O:15])[CH3:16])[C:12]([O:18][CH3:19])=[O:17])=[CH:4][C:5]=2[CH:6]=[CH:7]1. Procedure: A mixture of 5-Formylbenzofurazan (0.6 g, 4.1 mmol), methyl acetoacetate (0.52 g, 4.5 mmol), piperidine (0.019 g, 0.225 mmol), and acetic acid (0.014 g, 0.225 mmol) in benzene (30 mL) was stirred and refluxed with a Dean-Stark trap for 8 h. Benzene was evaporated, the residue was dissolved in ethyl acetate (80 mL) and washed with brine (50 mL), saturated potassium bisulfate solution (50 mL), and saturated sodium bicarbonate solution in sequence. The ethyl acetate solution was dried (magnesium su... Reactants: Nc1cc(C(F)(F)F)cnc1O, O, O=C(O)c1ccncc1, c1ccncc1. The product is O=C(Nc1cc(C(F)(F)F)cnc1O)c1ccncc1. RXN SMILES: [NH2:1][c:2]1[c:3]([OH:12])[n:4][cH:5][c:6]([C:8]([F:9])([F:10])[F:11])[cH:7]1.[OH2:28].[OH:13][C:14](=[O:15])[c:16]1[cH:17][cH:18][n:19][cH:20][cH:21]1.[cH:22]1[cH:23][cH:24][n:25][cH:26][cH:27]1>>[NH:1]([c:2]1[c:3]([OH:12])[n:4][cH:5][c:6]([C:8]([F:9])([F:10])[F:11])[cH:7]1)[C:14](=[O:13])[c:16]1[cH:17][cH:18][n:19][cH:20][cH:21]1. Starting materials: [OH-].[Na+] (sodium hydroxide), CC[C@H](C)C(=O)O[C@H]1C[C@@H](C=C2[C@H]1[C@H]([C@H](C=C2)C)CC[C@H](C[C@H](CC(=O)[O-])O)O)O.[Na+] (pravastatin sodium), CC[C@H](C)C(=O)O[C@H]1C[C@@H](C=C2[C@H]1[C@H]([C@H](C=C2)C)CC[C@H](C[C@H](CC(=O)[O-])O)O)O.[Na+] (Pravastatin sodium), C(C)#N (Acetonitrile). Run in O (water), O (water), C(C)O (ethanol). Run at temperature 50 celsius, time 1 hour. Product: CC[C@H](C)C(=O)O[C@H]1C[C@@H](C=C2[C@H]1[C@H]([C@H](C=C2)C)CC[C@H](C[C@H](CC(=O)O)O)O)O (Pravastatin). The yield is 92.0%. RXN SMILES: [CH3:1][CH2:2][C@@H:3]([C:5]([O:7][C@@H:8]1[C@@H:13]2[C@@H:14]([CH2:19][CH2:20][C@@H:21]([OH:29])[CH2:22][C@@H:23]([OH:28])[CH2:24][C:25]([O-:27])=[O:26])[C@@H:15]([CH3:18])[CH:16]=[CH:17][C:12]2=[CH:11][C@@H:10]([OH:30])[CH2:9]1)=[O:6])[CH3:4].[Na+].[OH-].[Na+].C(#N)C>C(O)C.O>[CH3:1][CH2:2][C@@H:3]([C:5]([O:7][C@@H:8]1[C@@H:13]2[C@@H:14]([CH2:19][CH2:20][C@@H:21]([OH:29])[CH2:22][C@@H:23]([OH:28])[CH2:24][C:25]([OH:27])=[O:26])[C@@H:15]([CH3:18])[CH:16]=[CH:17][C:12]2=[CH:11][C@@H:10]([OH:30])[CH2:9]1)=[O:6])[CH3:4] |f:0.1,2.3|. Reported procedure: Pravastatin sodium (5 g) was dissolved in a 1:1 mixture of ethanol:water (5 ml). The pH was raised to 8.5 by addition of 2M sodium hydroxide in water (1.2 ml) and the solution was heated to 50° C. Acetonitrile (90 ml) was added to the mixture and then the mixture was stirred at elevated temperature for one hour. The mixture was allowed to cool to 20-25° C. (“ambient temperature”), was held at ambient temperature for two hours and then cooled to 5° C. and maintained at 5° C. for 12 hours, whereup... Reactants: CO, [H][H], CCCC(c1cccc(C=CC(=O)O)c1)n1ccnc1. Yields the product CCCC(c1cccc(CCC(=O)O)c1)n1ccnc1. As a reaction SMILES: [CH3:23][OH:24].[H:21][H:22].[n:1]1([CH:6]([CH2:7][CH2:8][CH3:9])[c:10]2[cH:11][c:12]([CH:13]=[CH:14][C:15](=[O:16])[OH:17])[cH:18][cH:19][cH:20]2)[cH:2][n:3][cH:4][cH:5]1>>[n:1]1([CH:6]([CH2:7][CH2:8][CH3:9])[c:10]2[cH:11][c:12]([CH2:13][CH2:14][C:15](=[O:16])[OH:17])[cH:18][cH:19][cH:20]2)[cH:2][n:3][cH:4][cH:5]1. Starting materials: ClC1=C(C=CC=C1C)[N+](=O)[O-] (2-chloro-3-methylnitrobenzene), N1CCCCC1 (piperidine). Product: CC1=C(C(=CC=C1)[N+](=O)[O-])N1CCCCC1 (1-(2-Methyl-6-nitro-phenyl)-piperidine). Isolated yield 35.0%. Reaction SMILES: Cl[C:2]1[C:7]([CH3:8])=[CH:6][CH:5]=[CH:4][C:3]=1[N+:9]([O-:11])=[O:10].[NH:12]1[CH2:17][CH2:16][CH2:15][CH2:14][CH2:13]1>>[CH3:8][C:7]1[CH:6]=[CH:5][CH:4]=[C:3]([N+:9]([O-:11])=[O:10])[C:2]=1[N:12]1[CH2:17][CH2:16][CH2:15][CH2:14][CH2:13]1. Procedure details: Using a procedure similar to Example 8, step (a), 2-chloro-3-methylnitrobenzene (264 mg, 1.53 mmol) was heated to 110° C. overnight in 3 mL of piperidine to afford 128 mg (35%) of the title compound and an undetermined amount of starting material. 1H-NMR (CDCl3; 400 MHz): δ 7.41-7.34 (m, 2H), 7.02 (t, 1H, J=7.7 Hz), 2.96-2.93 (m, 4H), 2.36 (s, 3H), 1.65 (br s, 6H).